This data is from the Open Reaction Database (ORD), a public repository of structured organic reaction records. The task is: describe an organic reaction: reactants, conditions, products, and yield Starting materials: N1=C(C=CC=C1)COC1=CC=C(CC(N)C)C=C1 (4-(2-pyridylmethoxy)-amphetamine), C(C)O (ethanol), C1(=CC=CC=C1)C(=CC=O)C1=CC=CC=C1 (β-phenylcinnamaldehyde), [BH4-].[Na+] (sodium borohydride). The solvent is O (water). Product: N1=C(C=CC=C1)COC1=CC=C(C=C1)CC(C)NCC=C(C1=CC=CC=C1)C1=CC=CC=C1 (1-[4-(2-pyridylmethoxy)-phenyl]-2-(3,3-diphenylallylamino)-propane). Reaction SMILES: [N:1]1[CH:6]=[CH:5][CH:4]=[CH:3][C:2]=1[CH2:7][O:8][C:9]1[CH:18]=[CH:17][C:12]([CH2:13][CH:14]([CH3:16])[NH2:15])=[CH:11][CH:10]=1.C(O)C.[C:22]1([C:28]([C:32]2[CH:37]=[CH:36][CH:35]=[CH:34][CH:33]=2)=[CH:29][CH:30]=O)[CH:27]=[CH:26][CH:25]=[CH:24][CH:23]=1.[BH4-].[Na+]>O>[N:1]1[CH:6]=[CH:5][CH:4]=[CH:3][C:2]=1[CH2:7][O:8][C:9]1[CH:18]=[CH:17][C:12]([CH2:13][CH:14]([NH:15][CH2:30][CH:29]=[C:28]([C:22]2[CH:27]=[CH:26][CH:25]=[CH:24][CH:23]=2)[C:32]2[CH:37]=[CH:36][CH:35]=[CH:34][CH:33]=2)[CH3:16])=[CH:11][CH:10]=1 |f:3.4|. Procedure: The starting material is prepared as follows: The mixture of 12.1 g of dl-4-(2-pyridylmethoxy)-amphetamine, 400 ml of absolute ethanol and 10.4 g of β-phenylcinnamaldehyde is treated dropwise under stirring with the solution of 3.5 g of sodium borohydride in 10 ml of water. The whole is then stirred and refluxed overnight, concentrated and the concentrate diluted with water. It is extracted with ethyl acetate, the organic layer washed with saturated aqueous sodium chloride, dried and evaporated ... Starting materials: ClC(C(Cl)(Cl)Cl)(Cl)Cl (hexachloroethane), C1(=CC=CC=C1)C (toluene), C1(=CC=CC=C1)C (toluene), [Ti](Cl)(Cl)(Cl)Cl (Titanium tetrachloride). Reaction conditions: time 15 minute. Yields the product [Ti](Cl)(Cl)(Cl)Cl.C1(=CC=CC=C1)C (titanium tetrachloride toluene). RXN SMILES: ClC(Cl)(Cl)C(Cl)(Cl)Cl.[Ti:9]([Cl:13])([Cl:12])([Cl:11])[Cl:10].[C:14]1([CH3:20])[CH:19]=[CH:18][CH:17]=[CH:16][CH:15]=1>>[Ti:9]([Cl:13])([Cl:12])([Cl:11])[Cl:10].[C:14]1([CH3:20])[CH:19]=[CH:18][CH:17]=[CH:16][CH:15]=1 |f:3.4|. Procedure details: 22.4 ml of toluene and 22.8 ml of a toluene solution of hexachloroethane (0.43 ml/l) were added to Solid B obtained as described above and stirred at room temperature for 15 minutes. Titanium tetrachloride was then added so as to give a titanium tetrachloride/toluene volume ratio of 3/2 and heated to 95° C., followed by stirring for 2 hours. The resulting solid material was washed 6 times respectively with 120 ml of n-hexane at 85° C. and further subjected to drying under reduced pressure for 1 ... Reaction SMILES: [Cl:1][C:2]1[CH:16]=[CH:15][C:5]([O:6][C:7]2[CH:12]=[CH:11][C:10]([CH2:13][OH:14])=[CH:9][CH:8]=2)=[CH:4][C:3]=1[C:17]([F:20])([F:19])[F:18].Cl[C:22]1[CH:23]=[C:24]2[N:31]([CH:32]3[CH2:34][CH2:33]3)[CH2:30][CH2:29][N:25]2[C:26](=[O:28])[N:27]=1>>[Cl:1][C:2]1[CH:16]=[CH:15][C:5]([O:6][C:7]2[CH:12]=[CH:11][C:10]([CH2:13][O:14][C:22]3[CH:23]=[C:24]4[N:31]([CH:32]5[CH2:34][CH2:33]5)[CH2:30][CH2:29][N:25]4[C:26](=[O:28])[N:27]=3)=[CH:9][CH:8]=2)=[CH:4][C:3]=1[C:17]([F:18])([F:19])[F:20]. Reactants: E9, ClC1=C(C=C(OC2=CC=C(C=C2)CO)C=C1)C(F)(F)F ((4-(4-chloro-3-(trifluoromethyl)phenoxy)phenyl)methanol), ClC=1C=C2N(C(N1)=O)CCN2C2CC2 (7-chloro-1-cyclopropyl-2,3-dihydroimi-dazo[1,2-c]pyrimidin-5(1H)-one). The product is ClC1=C(C=C(OC2=CC=C(COC=3C=C4N(C(N3)=O)CCN4C4CC4)C=C2)C=C1)C(F)(F)F (7-((4-(4-chloro-3-(trifluoromethyl)phenoxy)benzyl)oxy)-1-cyclopropyl-2,3-dihydroimidazo[1,2-c]pyrimidin-5(1H)-one). Procedure details: The title compound was prepared by a procedure similar to that described for E9 starting from (4-(4-chloro-3-(trifluoromethyl)phenoxy)phenyl)methanol and 7-chloro-1-cyclopropyl-2,3-dihydroimi-dazo[1,2-c]pyrimidin-5(1H)-one. Reactants: BrC=1C=NC(=NC1)N1C=C(C2=CC=C(C=C12)C(=O)N1CCOCC1)SC ((1-(5-bromopyrimidin-2-yl)-3-(methylthio)-1H-indol-6-yl)(morpholino) methanone), BrC1=NC=CC(=C1)Cl (2-bromo-4-chloropyridine), OC(C)(C)C1=CC(=NC=C1)C=1C=NC(=NC1)N1C=C(C2=CC=C(C=C12)C(=O)N1CCOCC1)SC ((1-(5-(4-(2-Hydroxypropan-2-yl)pyridin-2-yl)pyrimidin-2-yl)-3-(methylthio)-1H-indol-6-yl)(morpholino)methanone). The product is ClC1=CC(=NC=C1)C=1C=NC(=NC1)N1C=C(C2=CC=C(C=C12)C(=O)N1CCOCC1)SC ((1-(5-(4-Chloropyridin-2-yl)pyrimidin-2-yl)-3-(methylthio)-1H-indol-6-yl)(morpholino)methanone). Reaction SMILES: Br[C:2]1[CH:3]=[N:4][C:5]([N:8]2[C:16]3[C:11](=[CH:12][CH:13]=[C:14]([C:17]([N:19]4[CH2:24][CH2:23][O:22][CH2:21][CH2:20]4)=[O:18])[CH:15]=3)[C:10]([S:25][CH3:26])=[CH:9]2)=[N:6][CH:7]=1.Br[C:28]1[CH:33]=[C:32]([Cl:34])[CH:31]=[CH:30][N:29]=1.OC(C1C=CN=C(C2C=NC(N3C4C(=CC=C(C(N5CCOCC5)=O)C=4)C(SC)=C3)=NC=2)C=1)(C)C>>[Cl:34][C:32]1[CH:31]=[CH:30][N:29]=[C:28]([C:2]2[CH:3]=[N:4][C:5]([N:8]3[C:16]4[C:11](=[CH:12][CH:13]=[C:14]([C:17]([N:19]5[CH2:20][CH2:21][O:22][CH2:23][CH2:24]5)=[O:18])[CH:15]=4)[C:10]([S:25][CH3:26])=[CH:9]3)=[N:6][CH:7]=2)[CH:33]=1. Reported procedure: Coupling of (1-(5-bromopyrimidin-2-yl)-3-(methylthio)-1H-indol-6-yl)(morpholino) methanone and 2-bromo-4-chloropyridine analogously in an analogous manner as described for 289a). White solid. Yield: 1.7 g (79% of theory)